From a dataset of the Open Reaction Database (ORD), a public repository of structured organic reaction records. describe an organic reaction: reactants, conditions, products, and yield RXN SMILES: [Br:13][CH2:14][CH2:15][CH2:16][OH:17].[C:1]([CH3:2])([CH3:3])([CH3:4])[O:5][C:6](=[O:7])[CH:8]1[NH:9][CH2:10][CH2:11][CH2:12]1.[CH3:24][C:25]#[N:26].[K+:18].[K+:19].[O-:20][C:21]([O-:22])=[O:23]>>[C:1]([CH3:2])([CH3:3])([CH3:4])[O:5][C:6](=[O:7])[CH:8]1[N:9]([CH2:14][CH2:15][CH2:16][OH:17])[CH2:10][CH2:11][CH2:12]1. Starting materials: OCCCBr, CC(C)(C)OC(=O)C1CCCN1, CC#N, [K+], [K+], O=C([O-])[O-]. Yields the product CC(C)(C)OC(=O)C1CCCN1CCCO. Starting materials: ClC1=NC=NC(=C1)OCC#CC (4-chloro-6-(2-butynyloxy)pyrimidine), C1(=CC=CC=C1)S (thiophenol), [Cl-].[NH4+] (ammonium chloride). Solvent: C(C)N(CC)CC (triethylamine), C(Cl)(Cl)Cl (chloroform), C(Cl)(Cl)Cl (chloroform). Run at time 8 hour. Product: C(C#CC)OC1=NC=NC(=C1)SC1=CC=CC=C1 (4-(2-butynyloxy)-6-(thiophenoxy)pyrimidine). Yield: 31.3%. Reaction SMILES: Cl[C:2]1[CH:7]=[C:6]([O:8][CH2:9][C:10]#[C:11][CH3:12])[N:5]=[CH:4][N:3]=1.[C:13]1([SH:19])[CH:18]=[CH:17][CH:16]=[CH:15][CH:14]=1.[Cl-].[NH4+]>C(Cl)(Cl)Cl.C(N(CC)CC)C>[CH2:9]([O:8][C:6]1[CH:7]=[C:2]([S:19][C:13]2[CH:18]=[CH:17][CH:16]=[CH:15][CH:14]=2)[N:3]=[CH:4][N:5]=1)[C:10]#[C:11][CH3:12] |f:2.3|. Procedure details: To 5 ml of chloroform were added 0.57 ml of triethylamine and 0.5 g of 4-chloro-6-(2-butynyloxy)pyrimidine, to which 0.6 ml of a chloroform solution containing 0.33 g of thiophenol was slowly added dropwise, followed by stirring at room temperature for 8 hours. The reaction mixture was then poured into a saturated aqueous ammonium chloride solution and extracted three times with chloroform. The chloroform layers were combined. washed with water, dried over anhydrous magnesium sulfate, and then c... The reactants are FC1=CC=C(C(=O)C2=CC=NC=C2)C=C1 (4-(4-fluorobenzoyl)pyridine), CNC (dimethylamine). The solvent is C(C)(=O)OCC (ethyl acetate). Run at time 24 hour. The product is CN(C1=CC=C(C(=O)C2=CC=NC=C2)C=C1)C (4-(4-dimethylaminobenzoyl)pyridine). Reaction SMILES: F[C:2]1[CH:15]=[CH:14][C:5]([C:6]([C:8]2[CH:13]=[CH:12][N:11]=[CH:10][CH:9]=2)=[O:7])=[CH:4][CH:3]=1.[CH3:16][NH:17][CH3:18]>C(OCC)(=O)C>[CH3:16][N:17]([CH3:18])[C:2]1[CH:15]=[CH:14][C:5]([C:6]([C:8]2[CH:13]=[CH:12][N:11]=[CH:10][CH:9]=2)=[O:7])=[CH:4][CH:3]=1. Procedure details: A mixture consisting of 2.38 g of 4-(4-fluorobenzoyl)pyridine and 7 ml of 50% aqueous dimethylamine solution was stirred for 24 hours at room temperature, followed by addition of 100 ml of ethyl acetate. The mixture was washed with a saturated aqueous solution of sodium hydrogen carbonate and the organic layer was dried over anhydrous sodium sulfate. The solvent was then distilled off and the residue was recrystallized from ethanol-ethyl acetate to give 1.1 g of 4-(4-dimethylaminobenzoyl)pyridin... Reactants: C([O-])([O-])=O.[Na+].[Na+] (sodium carbonate), ClC1=CC=C(C=N1)C12CCN(CC1)C2 (4-(6-chloropyridin-3-yl)-1-azabicyclo[2.2.1]heptane), C1(CCCCC1)P(C1=C(C=CC=C1)C1=C(C=CC=C1)N(C)C)C1CCCCC1 (2-dicyclohexylphosphino-2′-(N,N-dimethylamino)biphenyl), C(C1=CC=CC=C1)N1CCNCC1 (1-benzylpiperazine), CC(C)([O-])C.[Na+] (sodium tert-butoxide). Reagents/catalysts: C(C)(=O)[O-].[Pd+2].C(C)(=O)[O-] (palladium(II) acetate). The solvent is C1(=CC=CC=C1)C (toluene), ClCCl (dichloromethane). Conditions: temperature 100 celsius. The product is C(C1=CC=CC=C1)N1CCN(CC1)C1=CC=C(C=N1)C12CCN(CC1)C2 (4-[6-(4-Benzylpiperazin-1-yl)pyridin-3-yl]-1-azabicyclo[2.2.1]heptane). Yield: 39.6%. RXN SMILES: [CH2:1]([N:8]1[CH2:13][CH2:12][NH:11][CH2:10][CH2:9]1)[C:2]1[CH:7]=[CH:6][CH:5]=[CH:4][CH:3]=1.CC(C)([O-])C.[Na+].Cl[C:21]1[N:26]=[CH:25][C:24]([C:27]23[CH2:33][N:30]([CH2:31][CH2:32]2)[CH2:29][CH2:28]3)=[CH:23][CH:22]=1.C1(P(C2CCCCC2)C2C=CC=CC=2C2C=CC=CC=2N(C)C)CCCCC1.C(=O)([O-])[O-].[Na+].[Na+]>C1(C)C=CC=CC=1.ClCCl.C([O-])(=O)C.[Pd+2].C([O-])(=O)C>[CH2:1]([N:8]1[CH2:13][CH2:12][N:11]([C:21]2[N:26]=[CH:25][C:24]([C:27]34[CH2:33][N:30]([CH2:29][CH2:28]3)[CH2:31][CH2:32]4)=[CH:23][CH:22]=2)[CH2:10][CH2:9]1)[C:2]1[CH:3]=[CH:4][CH:5]=[CH:6][CH:7]=1 |f:1.2,5.6.7,10.11.12|. Procedure: 0.055 g (0.32 mmol) of 1-benzylpiperazine is introduced into a 50 ml round-bottomed flask under argon comprising 0.036 g (0.37 mmol) of sodium tert-butoxide in solution in 5 ml of toluene through which argon has been bubbled beforehand. 0.06 g (0.29 mmol) of 4-(6-chloropyridin-3-yl)-1-azabicyclo[2.2.1]heptane obtained in stage 5.1 of Example 5, 0.003 g (0.01 mmol) of palladium(II) acetate and 0.011 g (0.03 mmol) of 2-dicyclohexylphosphino-2′-(N,N-dimethylamino)biphenyl are then successively adde... Run at time 3 hour. Run in C(C)O (ethanol). Yields the product CC1=C(COC2=CC=C(C=C2)C(CCC(=O)O)=O)C=C(C=C1)C (4-(4-(2,5-Dimethylbenzyloxy)phenyl)-4-oxobutyric acid). Procedure: To a solution of Ethyl 4-(4-(2,5-dimethylbenzyloxy)phenyl)-4-oxobutyrate (Step B, 2.62 g, 7.7 mmol) in abs ethanol (30 ml) was added 1N NaOH (10 ml) at room temperature. The reaction mixture was stirred for 3 hours and then acidified with 1M HCl. The occuring white precipitate was filtered, washed with water and dried under vacuum to provide the title compound as a white solid. RXN SMILES: [CH3:1][C:2]1[CH:24]=[CH:23][C:22]([CH3:25])=[CH:21][C:3]=1[CH2:4][O:5][C:6]1[CH:11]=[CH:10][C:9]([C:12](=[O:20])[CH2:13][CH2:14][C:15]([O:17]CC)=[O:16])=[CH:8][CH:7]=1.[OH-].[Na+].Cl>C(O)C>[CH3:1][C:2]1[CH:24]=[CH:23][C:22]([CH3:25])=[CH:21][C:3]=1[CH2:4][O:5][C:6]1[CH:7]=[CH:8][C:9]([C:12](=[O:20])[CH2:13][CH2:14][C:15]([OH:17])=[O:16])=[CH:10][CH:11]=1 |f:1.2|. The reactants are CC1=C(COC2=CC=C(C=C2)C(CCC(=O)OCC)=O)C=C(C=C1)C (Ethyl 4-(4-(2,5-dimethylbenzyloxy)phenyl)-4-oxobutyrate), [OH-].[Na+] (NaOH), Cl (HCl).